From a dataset of the Open Reaction Database (ORD), a public repository of structured organic reaction records. describe an organic reaction: reactants, conditions, products, and yield Starting materials: COC(C=C=CC(=O)OC)=O (penta-2,3-dienedioic acid dimethyl ester), C(C)OC(=CC(=CCC)O[Si](C)(C)C)O[Si](C)(C)C (1-ethoxy-1,3-bis(trimethylsiloxy)hexa-1,3-diene), C(C)O (ethanol), [F-].[NH4+] (ammonium fluoride). Run in O (water). Conditions: time 1.5 hour. Yields the product COC(C1=C(C(=C(C=C1O)O)CC)CC(=O)OC)=O (3-Ethyl-4,6-dihydroxy-2-(methoxycarbonylmethyl)benzoic acid methyl ester). Yield: 39.8%. As a reaction SMILES: [CH3:1][O:2][C:3](=[O:11])[CH:4]=[C:5]=[CH:6][C:7]([O:9][CH3:10])=[O:8].C([O:14][C:15](O[Si](C)(C)C)=[CH:16][C:17]([O:21][Si](C)(C)C)=[CH:18][CH2:19][CH3:20])C.C(O)C.[F-].[NH4+]>O>[CH3:10][O:9][C:7](=[O:8])[C:6]1[C:15]([OH:14])=[CH:16][C:17]([OH:21])=[C:18]([CH2:19][CH3:20])[C:5]=1[CH2:4][C:3]([O:2][CH3:1])=[O:11] |f:3.4|. Reported procedure: The above-obtained penta-2,3-dienedioic acid dimethyl ester (4.6 g, 30 mmol) and 1-ethoxy-1,3-bis(trimethylsiloxy)hexa-1,3-diene (13 g, 41 mmol) were mixed and stirred at a room temperature for 1.5 hours. The reaction mixture was added with ethanol (100 mL) and ammonium fluoride (5.4 g) and stirred at a room temperature for 2 hours. The reaction mixture was further added with water and extracted with ethyl acetate 3 times. The organic layers were combined, sequentially washed with water and satu... The reactants are CC(C)OC(=O)Cl, ClCCl, Cl, COC(=O)c1c(N)ccc2c1CCC2, COC(=O)c1cc2c(cc1N)CCC2, c1ccncc1. Yields the product COC(=O)c1cc2c(cc1NC(=O)OC(C)C)CCC2. As a reaction SMILES: [Cl:35][C:36](=[O:37])[O:38][CH:39]([CH3:40])[CH3:41].[Cl:43][CH2:44][Cl:45].[ClH:42].[NH2:15][c:16]1[cH:17][cH:18][c:19]2[c:23]([c:24]1[C:25]([O:26][CH3:27])=[O:28])[CH2:22][CH2:21][CH2:20]2.[NH2:1][c:2]1[c:3]([C:11](=[O:12])[O:13][CH3:14])[cH:4][c:5]2[c:9]([cH:10]1)[CH2:8][CH2:7][CH2:6]2.[cH:29]1[cH:30][cH:31][n:32][cH:33][cH:34]1>>[NH:1]([c:2]1[c:3]([C:11](=[O:12])[O:13][CH3:14])[cH:4][c:5]2[c:9]([cH:10]1)[CH2:8][CH2:7][CH2:6]2)[C:36](=[O:37])[O:38][CH:39]([CH3:40])[CH3:41]. Starting materials: CC(CC(C)O)O (2,4-pentanediol), C1(=CC=C(C=C1)S(=O)(=O)O)C (p-toluenesulfonic acid), C1(=CC=CC=C1)C (toluene). Conditions: temperature 120 celsius. The product is CC1OC2(OC(C1)C)C(CCCC2C)C (2,4,7,11-tetramethyl-1,5-dioxaspiro[5,5]undecane). Reaction SMILES: [CH3:1][CH:2]([OH:7])[CH2:3][CH:4]([OH:6])[CH3:5].[C:8]1([CH3:18])[CH:13]=[CH:12][C:11](S(O)(=O)=O)=[CH:10][CH:9]=1.[C:19]1(C)C=CC=CC=1>>[CH3:5][CH:4]1[CH2:3][CH:2]([CH3:1])[O:7][C:9]2([CH:10]([CH3:19])[CH2:11][CH2:12][CH2:13][CH:8]2[CH3:18])[O:6]1. Reported procedure: A reaction flask equipped with a Dean Stark trap was charged with 2,6-dimethyl cyclohehanone (252 g), 2,4-pentanediol (312 g), p-toluenesulfonic acid (6 g) and toluene (300 mL). The reaction mass was heated to reflux (110-130° C.). Water (36 mL) was collected in the Dean Stark trap. When no water was recovered, the reaction mass was cooled to an ambient temperature, neutralized with 10% aqueous sodium carbonate (100 mL) and washed with brine. Purification by vacuum distillation afforded 2,4,7,11... Starting materials: C([O-])([O-])=O.[Tl+2] (thallium carbonate), tetrakis(triphenylposphine)palladium, C(C)(C)(C)OC(=O)N1C(=CC=C1)B(O)O (1-tert-butoxycarbonylpyrrol-2-yl boronic acid), C[Si](CCOCOCC1=CC=CC(=N1)OS(=O)(=O)C(F)(F)F)(C)C (trifluoromethanesulfonic acid 6-(2-trimethylsilanyl-ethoxymethoxymethyl)pyridin-2-yl ester). The solvent is C1=CC=CC=C1 (benzene). Run at time 23 hour. Yields the product C(C)(C)(C)OC(=O)N1C(=CC=C1)C1=NC(=CC=C1)COCOCC[Si](C)(C)C (2-[6-(2-trimethylsilanyl-ethoxymethoxymethyl)pyridin-2-yl]pyrrole-1-carboxylic Acid tert-butyl Ester). The yield is 93.6%. RXN SMILES: C(=O)([O-])[O-].[Tl+2].[C:6]([O:10][C:11]([N:13]1[CH:17]=[CH:16][CH:15]=[C:14]1B(O)O)=[O:12])([CH3:9])([CH3:8])[CH3:7].[CH3:21][Si:22]([CH3:44])([CH3:43])[CH2:23][CH2:24][O:25][CH2:26][O:27][CH2:28][C:29]1[N:34]=[C:33](OS(C(F)(F)F)(=O)=O)[CH:32]=[CH:31][CH:30]=1>C1C=CC=CC=1>[C:6]([O:10][C:11]([N:13]1[CH:17]=[CH:16][CH:15]=[C:14]1[C:33]1[CH:32]=[CH:31][CH:30]=[C:29]([CH2:28][O:27][CH2:26][O:25][CH2:24][CH2:23][Si:22]([CH3:44])([CH3:43])[CH3:21])[N:34]=1)=[O:12])([CH3:9])([CH3:8])[CH3:7] |f:0.1,^1:4|. Reported procedure: 9.68 g of thallium carbonate (20.6 mmol), 1 g of tetrakis(triphenylposphine)palladium (0.86 mmol) and 2.45 g of 1-tert-butoxycarbonylpyrrol-2-yl boronic acid (11.6 mmol) are added to a solution of 4 g of trifluoromethanesulfonic acid 6-(2-trimethylsilanyl-ethoxymethoxymethyl)pyridin-2-yl ester (10.3 mmol) and 40 ml of benzene degassed by bubbling of nitrogen. The mixture is stirred for 23 hours under an argon atmosphere. The insoluble matter is removed by filtration on celite and then the soluti... Run in CN(C)C=O (DMF). Reactants: CS(=O)(=O)OC(CC[C@@H]1CC[C@H](CC1)N1N=C2C=C(C=CC2=C1)OCC1CC1)C (3-{trans-4-[6-(cyclopropylmethoxy)-2H-indazol-2-yl]cyclohexyl}-1-methylpropyl methanesulfonate), [N-]=[N+]=[N-].[Na+] (sodium azide). As a reaction SMILES: CS(O[CH:6]([CH3:29])[CH2:7][CH2:8][C@H:9]1[CH2:14][CH2:13][C@H:12]([N:15]2[CH:23]=[C:22]3[C:17]([CH:18]=[C:19]([O:24][CH2:25][CH:26]4[CH2:28][CH2:27]4)[CH:20]=[CH:21]3)=[N:16]2)[CH2:11][CH2:10]1)(=O)=O.[N-:30]=[N+:31]=[N-:32].[Na+]>CN(C=O)C>[N:30]([CH:6]([CH3:29])[CH2:7][CH2:8][C@H:9]1[CH2:14][CH2:13][C@H:12]([N:15]2[CH:23]=[C:22]3[C:17]([CH:18]=[C:19]([O:24][CH2:25][CH:26]4[CH2:28][CH2:27]4)[CH:20]=[CH:21]3)=[N:16]2)[CH2:11][CH2:10]1)=[N+:31]=[N-:32] |f:1.2|. Product: N(=[N+]=[N-])C(CC[C@@H]1CC[C@H](CC1)N1N=C2C=C(C=CC2=C1)OCC1CC1)C (2-[trans-4-(3-azidobutyl)cyclohexyl]-6-(cyclopropylmethoxy)-2H-indazole). Yield: 97.0%. Procedure details: A mixture of 3-{trans-4-[6-(cyclopropylmethoxy)-2H-indazol-2-yl]cyclohexyl}-1-methylpropyl methanesulfonate (2.95 g), sodium azide (1.37 g) and DMF (100 mL) was stirred at 80° C. for 2 hr. The reaction mixture was allowed to cool to room temperature, and concentrated under reduced pressure. The residue was diluted with ethyl acetate and water, and the organic layer was separated. The organic layer was washed with saturated brine, dried over anhydrous magnesium sulfate, and concentrated under red... Run at temperature 80 celsius, time 2 hour. The reactants are C1(=CC=CC=C1)C(C1=CC=CC=C1)OC(=O)C12C(=CC3C2(CC2C(CCC2C1(C3)C=O)C)COC31OC2C(O3)OC(C2OCCCOC2=CC=CC=C2)C1O)C(C)C (8a-[[[6-(3-phenoxypropyloxy)tetrahydro-7-hydroxy-2,5-methanofuro[2,3-d]-1,3-dioxol-2-yl]oxy]methyl]-4-formyl-4,4a,5,6,7,7a,8,8a-octahydro-7-methyl-3-(1-methylethyl)-1,4-methano-s-indacene-3a(1H)-carboxylic acid diphenylmethyl ester). Reagents/catalysts: [C].[Pd] (palladium-carbon). The solvent is C(C)(=O)OCC (ethyl acetate). Run at time 30 minute. Yields the product O(C1=CC=CC=C1)CCCOC1C2OC3OC(OC31)(C2O)OCC23CC1C(CCC1C1(C3(C(=CC2C1)C(C)C)C(=O)O)C=O)C (8a-[[[6-(3-phenoxypropyloxy)tetrahydro-7-hydroxy-2,5-methanofuro[2,3-d]-1,3-dioxol-2-yl]oxy]methyl]-4-formyl-4,4a,5,6,7,7a,8,8a-octahydro-7-methyl-3-(1-methylethyl)-1,4-methano-s-indacene-3a(1H)-carboxylic acid). Yield: 64.3%. Reaction SMILES: C1(C([O:14][C:15]([C:17]23[C:28]4([CH:30]=[O:31])[CH2:29][CH:20]([C:21]2([CH2:33][O:34][C:35]25[CH:54]([OH:55])[CH:41]6[CH:42]([O:43][CH2:44][CH2:45][CH2:46][O:47][C:48]7[CH:53]=[CH:52][CH:51]=[CH:50][CH:49]=7)[CH:37]([CH:38]([O:40]6)[O:39]2)[O:36]5)[CH2:22][CH:23]2[CH:27]4[CH2:26][CH2:25][CH:24]2[CH3:32])[CH:19]=[C:18]3[CH:56]([CH3:58])[CH3:57])=[O:16])C2C=CC=CC=2)C=CC=CC=1>C(OCC)(=O)C.[C].[Pd]>[O:47]([CH2:46][CH2:45][CH2:44][O:43][CH:42]1[CH:37]2[CH:38]3[O:39][C:35]([O:34][CH2:33][C:21]45[CH:20]6[CH2:29][C:28]([CH:30]=[O:31])([C:17]4([C:15]([OH:16])=[O:14])[C:18]([CH:56]([CH3:58])[CH3:57])=[CH:19]6)[CH:27]4[CH:23]([CH:24]([CH3:32])[CH2:25][CH2:26]4)[CH2:22]5)([CH:54]([OH:55])[CH:41]1[O:40]3)[O:36]2)[C:48]1[CH:53]=[CH:52][CH:51]=[CH:50][CH:49]=1 |f:2.3|. Procedure: 13.0 mg of compound (58) was dissolved in 2 ml of ethyl acetate and stirred together with a catalytic amount of 10% palladium-carbon under a hydrogen atmosphere at room temperature. After 30 minutes, the reaction solution was filtered and concentrated in vacuo. The reaction product was dissolved in 2 ml of methanol and washed with 2 ml of n-hexane twice, and the lower layer was concentrated in vacuo to give 6.6 mg of compound (59) as a colorless solid. Starting materials: O (water), C(=O)([O-])[O-].[K+].[K+] (K2CO3), CI (MeI), COC1=C(C(=O)O)C=CC(=C1OC)OC (2,3,4-Trimethoxybenzoic acid). The solvent is CN(C)C=O (DMF), CCOC(=O)C (EtOAc). Run at temperature 50 celsius. Yields the product COC1=C(C(=O)OC)C=CC(=C1OC)OC (Methyl 2,3,4-trimethoxybenzoate). As a reaction SMILES: [CH3:1][O:2][C:3]1[C:11]([O:12][CH3:13])=[C:10]([O:14][CH3:15])[CH:9]=[CH:8][C:4]=1[C:5]([OH:7])=[O:6].[C:16]([O-])([O-])=O.[K+].[K+].CI.O>CN(C=O)C.CCOC(C)=O>[CH3:1][O:2][C:3]1[C:11]([O:12][CH3:13])=[C:10]([O:14][CH3:15])[CH:9]=[CH:8][C:4]=1[C:5]([O:7][CH3:16])=[O:6] |f:1.2.3|. Procedure: 2,3,4-Trimethoxybenzoic acid (Aldrich) (20 g, 94 mmol) was dissolved in dry DMF (250 mL). K2CO3 (13 g, 94 mmol) and MeI (6.5 mL, 103.4 mmol) were added and the reaction mixture was heated to 50° C. for 5 h. The reaction mixture was cooled to it and water (250 mL) was added. EtOAc (1 L) was added and the organic phase was washed with water (3×500 mL) and finally with NaCl (sat.). The organic phase washed dried over MgSO4, filtered and concentrated in vacuo. Redissolved in toluene and evaporated. ...